Task: describe an organic reaction: reactants, conditions, products, and yield. Dataset: the Open Reaction Database (ORD), a public repository of structured organic reaction records Reactants: CCNC(=N)C1(C#N)C=C(Oc2cc(C)c3c(c2)B(O)OC3CC(=O)O)C=CO1, CCO, Cl. Product: CCNC(=N)C1(CN)C=C(Oc2cc(C)c3c(c2)B(O)OC3CC(=O)O)C=CO1. RXN SMILES: [CH2:1]([CH3:2])[NH:3][C:4](=[NH:5])[C:6]1([C:28]#[N:29])[O:7][CH:8]=[CH:9][C:10]([O:12][c:13]2[cH:14][c:15]([CH3:27])[c:16]3[c:17]([cH:26]2)[B:18]([OH:25])[O:19][CH:20]3[CH2:21][C:22](=[O:23])[OH:24])=[CH:11]1.[CH3:31][CH2:32][OH:33].[ClH:30]>>[CH2:1]([CH3:2])[NH:3][C:4](=[NH:5])[C:6]1([CH2:28][NH2:29])[O:7][CH:8]=[CH:9][C:10]([O:12][c:13]2[cH:14][c:15]([CH3:27])[c:16]3[c:17]([cH:26]2)[B:18]([OH:25])[O:19][CH:20]3[CH2:21][C:22](=[O:23])[OH:24])=[CH:11]1. Starting materials: ClCCl, COc1cccc(Nc2nccc(Nc3ccc4[nH]c(C)cc4c3)n2)c1, O. Product: Cc1cc2cc(Nc3ccnc(Nc4cccc(O)c4)n3)ccc2[nH]1. RXN SMILES: [Cl:28][CH2:29][Cl:30].[O:1]([CH3:2])[c:3]1[cH:4][c:5]([NH:9][c:10]2[n:11][cH:12][cH:13][c:14]([NH:16][c:17]3[cH:18][c:19]4[cH:20][c:21]([CH3:26])[nH:22][c:23]4[cH:24][cH:25]3)[n:15]2)[cH:6][cH:7][cH:8]1.[OH2:27]>>[OH:1][c:3]1[cH:4][c:5]([NH:9][c:10]2[n:11][cH:12][cH:13][c:14]([NH:16][c:17]3[cH:18][c:19]4[cH:20][c:21]([CH3:26])[nH:22][c:23]4[cH:24][cH:25]3)[n:15]2)[cH:6][cH:7][cH:8]1. Starting materials: COCCOC, O=Cc1ccc(B(O)O)cc1, CC(C)c1nc2nc(Cl)c(-c3ccccc3)cn2n1, ClCCl, [Na+], [Na+], O=C([O-])[O-], O. Yields the product CC(C)c1nc2nc(-c3ccc(C=O)cc3)c(-c3ccccc3)cn2n1. Reaction SMILES: [CH3:37][O:38][CH2:39][CH2:40][O:41][CH3:42].[CH:20](=[O:21])[c:22]1[cH:23][cH:24][c:25]([B:28]([OH:29])[OH:30])[cH:26][cH:27]1.[Cl:1][c:2]1[n:3][c:4]2[n:5]([cH:6][c:7]1-[c:8]1[cH:9][cH:10][cH:11][cH:12][cH:13]1)[n:14][c:15]([CH:17]([CH3:18])[CH3:19])[n:16]2.[Cl:44][CH2:45][Cl:46].[Na+:31].[Na+:32].[O-:33][C:34](=[O:35])[O-:36].[OH2:43]>>[c:2]1(-[c:25]2[cH:24][cH:23][c:22]([CH:20]=[O:21])[cH:27][cH:26]2)[n:3][c:4]2[n:5]([cH:6][c:7]1-[c:8]1[cH:9][cH:10][cH:11][cH:12][cH:13]1)[n:14][c:15]([CH:17]([CH3:18])[CH3:19])[n:16]2.